Task: describe an organic reaction: reactants, conditions, products, and yield. Dataset: the Open Reaction Database (ORD), a public repository of structured organic reaction records Starting materials: C(C1=CC=CC=C1)NC(=N)NN=CC1=C(C=CC=C1Cl)Cl (1-benzyl-3-(2,6-dichlorobenzylideneamino)guanidine), C(CCC(=O)O)(=O)O (succinic acid). The product is C(CCC(=O)O)(=O)O.C(C1=CC=CC=C1)NC(=N)NN=CC1=C(C=CC=C1Cl)Cl.C(C1=CC=CC=C1)NC(=N)NN=CC1=C(C=CC=C1Cl)Cl (1-Benzyl-3-(2,6-dichlorobenzylideneamino)guanidine hemisuccinate). As a reaction SMILES: [CH2:1]([NH:8][C:9]([NH:11][N:12]=[CH:13][C:14]1[C:19]([Cl:20])=[CH:18][CH:17]=[CH:16][C:15]=1[Cl:21])=[NH:10])[C:2]1[CH:7]=[CH:6][CH:5]=[CH:4][CH:3]=1.[C:22]([OH:29])(=[O:28])[CH2:23][CH2:24][C:25]([OH:27])=[O:26]>>[C:22]([OH:29])(=[O:28])[CH2:23][CH2:24][C:25]([OH:27])=[O:26].[CH2:1]([NH:8][C:9]([NH:11][N:12]=[CH:13][C:14]1[C:15]([Cl:21])=[CH:16][CH:17]=[CH:18][C:19]=1[Cl:20])=[NH:10])[C:2]1[CH:3]=[CH:4][CH:5]=[CH:6][CH:7]=1.[CH2:1]([NH:8][C:9]([NH:11][N:12]=[CH:13][C:14]1[C:15]([Cl:21])=[CH:16][CH:17]=[CH:18][C:19]=1[Cl:20])=[NH:10])[C:2]1[CH:3]=[CH:4][CH:5]=[CH:6][CH:7]=1 |f:2.3.4|. Procedure details: A solution of 2.00 g. of 1-benzyl-3-(2,6-dichlorobenzylideneamino)guanidine and 0.370 g. of succinic acid in 50 ml. of methanol is evaporated under reduced pressure, giving the desired product as a light yellow solid, m.p. 70°-80° c. Reactants: CSc1ccc2c(C(=O)C(F)(F)F)cn(C(C)C)c2c1, [Na+], C1CCOC1, [OH-]. Product: CSc1ccc2c(C(=O)O)cn(C(C)C)c2c1. As a reaction SMILES: [F:1][C:2]([C:3](=[O:4])[c:5]1[cH:6][n:7]([CH:16]([CH3:17])[CH3:18])[c:8]2[cH:9][c:10]([S:14][CH3:15])[cH:11][cH:12][c:13]12)([F:19])[F:20].[Na+:22].[O:23]1[CH2:24][CH2:25][CH2:26][CH2:27]1.[OH-:21]>>[C:3]([OH:4])([c:5]1[cH:6][n:7]([CH:16]([CH3:17])[CH3:18])[c:8]2[cH:9][c:10]([S:14][CH3:15])[cH:11][cH:12][c:13]12)=[O:21]. The reactants are OC=1C(=C2CCC(OC2=C(C1C)C)(C(=O)O)C)C (6-hydroxy-2,5,7,8-tetramethylchroman-2-carboxylic acid), C1=CN(C=N1)C(=O)N2C=CN=C2 (CDI), CNCCC1=NC=CC=C1 (2-(2-methylaminoethyl)pyridine). Run in C1CCOC1 (THF), C1CCOC1 (THF). Run at time 1 hour. The product is OC=1C(=C2CCC(OC2=C(C1C)C)(C(=O)NCCC1=NC=CC=C1)C)C (6-hydroxy-2,5,7,8-tetramethyl-N-(2-(pyridin-2-yl)ethyl)chroman-2-carboxamide). RXN SMILES: [OH:1][C:2]1[C:3]([CH3:18])=[C:4]2[C:9](=[C:10]([CH3:13])[C:11]=1[CH3:12])[O:8][C:7]([CH3:17])([C:14]([OH:16])=O)[CH2:6][CH2:5]2.C1N=CN(C(N2C=NC=C2)=O)C=1.C[NH:32][CH2:33][CH2:34][C:35]1[CH:40]=[CH:39][CH:38]=[CH:37][N:36]=1>C1COCC1>[OH:1][C:2]1[C:3]([CH3:18])=[C:4]2[C:9](=[C:10]([CH3:13])[C:11]=1[CH3:12])[O:8][C:7]([CH3:17])([C:14]([NH:32][CH2:33][CH2:34][C:35]1[CH:40]=[CH:39][CH:38]=[CH:37][N:36]=1)=[O:16])[CH2:6][CH2:5]2. Procedure details: A solution of 6-hydroxy-2,5,7,8-tetramethylchroman-2-carboxylic acid (500 mg, 2.0 mmol) in 10 mL THF was treated with 356 mg CDI (2.2 mmol). After 1 h, 366 mg 2-(2-methylaminoethyl)pyridine (3.0 mmol) in 10 mL THF was added over 1 h and stirred overnight. The solution was concentrated, dissolved into 70 mL CH2Cl2, extracted once with 1.0 M NaHCO3. The aqueous phase was then back extracted 2×25 mL CH2Cl2 and the combined organics washed with 2×25 mL saturated NaCl and dried over Na2SO4. The solut... Reactants: C1(CCCCC1)C1=NCCC2=C(C=CC=C12)Cl (1-Cyclohexyl-5-chloro-3,4-dihydroisoquinoline), C1(=CC=CC=C1)SSC1=CC=CC=C1 (diphenyl disulfide). The product is C1(CCCCC1)C1=NC=CC2=C(C=CC=C12)Cl (1-cyclohexyl-5-chloroisoquinoline). As a reaction SMILES: [CH:1]1([C:7]2[C:16]3[C:11](=[C:12]([Cl:17])[CH:13]=[CH:14][CH:15]=3)[CH2:10][CH2:9][N:8]=2)[CH2:6][CH2:5][CH2:4][CH2:3][CH2:2]1.C1(SSC2C=CC=CC=2)C=CC=CC=1>>[CH:1]1([C:7]2[C:16]3[C:11](=[C:12]([Cl:17])[CH:13]=[CH:14][CH:15]=3)[CH:10]=[CH:9][N:8]=2)[CH2:2][CH2:3][CH2:4][CH2:5][CH2:6]1. Procedure: 1-Cyclohexyl-5-chloro-3,4-dihydroisoquinoline and diphenyl disulfide were reacted in the same way as in step (c) of Example 13 to afford 1-cyclohexyl-5-chloroisoquinoline as an oil. Starting materials: CCOC(C)=O, CC=Cc1ccc(-c2ccc(C3CCC(CCC)CC3)cc2)[se]1. Yields the product CCCc1ccc(-c2ccc(C3CCC(CCC)CC3)cc2)[se]1. RXN SMILES: [CH3:24][CH2:25][O:26][C:27](=[O:28])[CH3:29].[CH:1](=[CH:2][CH3:3])[c:4]1[se:5][c:6](-[c:9]2[cH:10][cH:11][c:12]([CH:15]3[CH2:16][CH2:17][CH:18]([CH2:21][CH2:22][CH3:23])[CH2:19][CH2:20]3)[cH:13][cH:14]2)[cH:7][cH:8]1>>[CH2:1]([CH2:2][CH3:3])[c:4]1[se:5][c:6](-[c:9]2[cH:10][cH:11][c:12]([CH:15]3[CH2:16][CH2:17][CH:18]([CH2:21][CH2:22][CH3:23])[CH2:19][CH2:20]3)[cH:13][cH:14]2)[cH:7][cH:8]1.